From a dataset of the Open Reaction Database (ORD), a public repository of structured organic reaction records. describe an organic reaction: reactants, conditions, products, and yield Reactants: [Li]C(C)(C)C, CCOC(OCC)n1cc(C#N)c2ccccc21, C1CCOC1, CN(C)C=O. Yields the product CCOC(OCC)n1c(C=O)c(C#N)c2ccccc21. Reaction SMILES: [C:1]([Li:2])([CH3:3])([CH3:4])[CH3:5].[CH2:11]([CH3:12])[O:13][CH:14]([n:15]1[cH:16][c:17]([C:24]#[N:25])[c:18]2[cH:19][cH:20][cH:21][cH:22][c:23]12)[O:26][CH2:27][CH3:28].[CH2:6]1[CH2:8][CH2:7][CH2:9][O:10]1.[O:29]=[CH:30][N:31]([CH3:32])[CH3:33]>>[CH:9](=[O:10])[c:16]1[n:15]([CH:14]([O:13][CH2:11][CH3:12])[O:26][CH2:27][CH3:28])[c:23]2[c:18]([c:17]1[C:24]#[N:25])[cH:19][cH:20][cH:21][cH:22]2. Starting materials: O=C1c2c(cc(O)c(Br)c2Br)CC1c1ccccc1, CCOC(=O)CBr. The product is CCOC(=O)COc1cc2c(c(Br)c1Br)C(=O)C(c1ccccc1)C2. Reaction SMILES: [Br:1][c:2]1[c:3]([OH:19])[cH:4][c:5]2[c:9]([c:10]1[Br:11])[C:8](=[O:12])[CH:7]([c:13]1[cH:14][cH:15][cH:16][cH:17][cH:18]1)[CH2:6]2.[Br:20][CH2:21][C:22](=[O:23])[O:24][CH2:25][CH3:26]>>[Br:1][c:2]1[c:3]([O:19][CH2:21][C:22](=[O:23])[O:24][CH2:25][CH3:26])[cH:4][c:5]2[c:9]([c:10]1[Br:11])[C:8](=[O:12])[CH:7]([c:13]1[cH:14][cH:15][cH:16][cH:17][cH:18]1)[CH2:6]2. Reactants: solid, Cl.Cl.Cl.O1CCC=2C(=NC=CC21)N2CCN(CC2)CC[C@@H]2CC[C@H](CC2)N (trans-4-{2-[4-(2,3-dihydrofuro[3,2-c]pyridin-4-yl)-piperazin-1-yl]-ethyl}-cyclohexanamine trihydrochloride), Cl.Cl.Cl.O1CCC=2C(=NC=CC21)N2CCN(CC2)CC[C@@H]2CC[C@H](CC2)N (trans-4-{2-[4-(2,3-dihydrofuro[3,2-c]pyridin-4-yl)-piperazin-1-yl]-ethyl}-cyclohexanamine trihydrochloride), O1CC(CC1)C(=O)O (rac-tetrahydrofuran-3-carboxylic acid). The product is O1CCC=2C(=NC=CC21)N2CCN(CC2)CC[C@@H]2CC[C@H](CC2)NC(=O)C2COCC2 (trans-N-(4-{2-[4-(2,3-Dihydrofuro[3,2-c]pyridin-4-yl)-piperazin-1-yl]-ethyl}-cyclohexyl)-rac-tetrahydrofuran-3-carboxamide). RXN SMILES: Cl.Cl.Cl.[O:4]1[C:12]2[CH:11]=[CH:10][N:9]=[C:8]([N:13]3[CH2:18][CH2:17][N:16]([CH2:19][CH2:20][C@H:21]4[CH2:26][CH2:25][C@H:24]([NH2:27])[CH2:23][CH2:22]4)[CH2:15][CH2:14]3)[C:7]=2[CH2:6][CH2:5]1.[O:28]1[CH2:32][CH2:31][CH:30]([C:33](O)=[O:34])[CH2:29]1>>[O:4]1[C:12]2[CH:11]=[CH:10][N:9]=[C:8]([N:13]3[CH2:18][CH2:17][N:16]([CH2:19][CH2:20][C@H:21]4[CH2:26][CH2:25][C@H:24]([NH:27][C:33]([CH:30]5[CH2:31][CH2:32][O:28][CH2:29]5)=[O:34])[CH2:23][CH2:22]4)[CH2:15][CH2:14]3)[C:7]=2[CH2:6][CH2:5]1 |f:0.1.2.3|. Procedure details: The title compound, white solid (101 mg, 79%), MS (ISP) m/z=429.3 [(M+H)+], mp 208.5° C., was prepared in accordance with the general method of example 32 from trans-4-{2-[4-(2,3-Dihydrofuro[3,2-c]pyridin-4-yl)-piperazin-1-yl]-ethyl}-cyclohexanamine trihydrochloride (intermediate C) (132 mg, 0.3 mmol) and rac-tetrahydrofuran-3-carboxylic acid. Reactants: O=C([O-])[O-], C=CCBr, CC(C)=O, O=C(O)c1cccc(CCl)c1, [K+], [K+]. Product: C=CCOC(=O)c1cccc(CCl)c1. RXN SMILES: [C:12](=[O:13])([O-:14])[O-:15].[CH2:18]([CH:19]=[CH2:20])[Br:21].[CH3:22][C:23](=[O:24])[CH3:25].[Cl:1][CH2:2][c:3]1[cH:4][c:5]([C:6](=[O:7])[OH:8])[cH:9][cH:10][cH:11]1.[K+:16].[K+:17]>>[Cl:1][CH2:2][c:3]1[cH:4][c:5]([C:6](=[O:7])[O:8][CH2:20][CH:19]=[CH2:18])[cH:9][cH:10][cH:11]1. Reactants: C=CCBr, CN([SiH](C)C)[Si](C)(C)C, O=C(OCc1ccccc1)C1CCCCC1, Cl, [Li], C1CCOC1, O. Yields the product C=CCC1(C(=O)OCc2ccccc2)CCCCC1. As a reaction SMILES: [CH2:27]([CH:28]=[CH2:29])[Br:30].[CH3:17][SiH:18]([CH3:19])[N:20]([CH3:21])[Si:22]([CH3:23])([CH3:24])[CH3:25].[CH:1]1([C:7](=[O:8])[O:9][CH2:10][c:11]2[cH:12][cH:13][cH:14][cH:15][cH:16]2)[CH2:2][CH2:3][CH2:4][CH2:5][CH2:6]1.[ClH:31].[Li:26].[O:32]1[CH2:33][CH2:34][CH2:35][CH2:36]1.[OH2:37]>>[C:1]1([C:7](=[O:8])[O:9][CH2:10][c:11]2[cH:12][cH:13][cH:14][cH:15][cH:16]2)([CH2:29][CH:28]=[CH2:27])[CH2:2][CH2:3][CH2:4][CH2:5][CH2:6]1. The reactants are Fc1ccccc1C12COC(COCc3ccccc3)CC1CON2, CC(=O)O, [Zn]. Product: NC1(c2ccccc2F)COC(COCc2ccccc2)CC1CO. RXN SMILES: [CH2:1]([c:2]1[cH:3][cH:4][cH:5][cH:6][cH:7]1)[O:8][CH2:9][CH:10]1[CH2:11][CH:12]2[C:13]([c:19]3[c:20]([F:25])[cH:21][cH:22][cH:23][cH:24]3)([NH:14][O:15][CH2:16]2)[CH2:17][O:18]1.[CH3:26][C:27](=[O:28])[OH:29].[Zn:30]>>[CH2:1]([c:2]1[cH:3][cH:4][cH:5][cH:6][cH:7]1)[O:8][CH2:9][CH:10]1[CH2:11][CH:12]([CH2:16][OH:15])[C:13]([NH2:14])([c:19]2[c:20]([F:25])[cH:21][cH:22][cH:23][cH:24]2)[CH2:17][O:18]1.